The task is: describe an organic reaction: reactants, conditions, products, and yield. This data is from the Open Reaction Database (ORD), a public repository of structured organic reaction records. As a reaction SMILES: [CH2:1]([S:2][c:4]1[n:5][cH:6][c:7]2[n:8]1[c:9](-[c:13]1[cH:14][cH:15][cH:16][c:17]3[cH:18][cH:19][cH:20][cH:21][c:22]13)[cH:10][cH:11][cH:12]2)[CH3:3].[CH3:23][CH2:24][OH:25]>>[cH:4]1[n:5][cH:6][c:7]2[n:8]1[c:9](-[c:13]1[cH:14][cH:15][cH:16][c:17]3[cH:18][cH:19][cH:20][cH:21][c:22]13)[cH:10][cH:11][cH:12]2. Product: c1ccc2c(-c3cccc4cncn34)cccc2c1. The reactants are CCSc1ncc2cccc(-c3cccc4ccccc34)n12, CCO. Starting materials: CS(=O)(=O)CCCN1CCNCC1, CCOc1ccc(S(C)(=O)=O)cc1C1=NC(C)(c2ccc(Cl)cc2)C(C)(c2ccc(Cl)cc2)N1C(=O)Cl, Cl, Cl. Yields the product CCOc1ccc(S(C)(=O)=O)cc1C1=NC(C)(c2ccc(Cl)cc2)C(C)(c2ccc(Cl)cc2)N1C(=O)N1CCN(CCCS(C)(=O)=O)CC1. RXN SMILES: [CH3:40][S:41](=[O:42])(=[O:43])[CH2:44][CH2:45][CH2:46][N:47]1[CH2:48][CH2:49][NH:50][CH2:51][CH2:52]1.[Cl:1][c:2]1[cH:3][cH:4][c:5]([C:8]2([CH3:37])[N:9]=[C:10]([c:24]3[c:25]([O:34][CH2:35][CH3:36])[cH:26][cH:27][c:28]([S:30](=[O:31])(=[O:32])[CH3:33])[cH:29]3)[N:11]([C:21](=[O:22])[Cl:23])[C:12]2([CH3:13])[c:14]2[cH:15][cH:16][c:17]([Cl:20])[cH:18][cH:19]2)[cH:6][cH:7]1.[ClH:38].[ClH:39]>>[Cl:1][c:2]1[cH:3][cH:4][c:5]([C:8]2([CH3:37])[N:9]=[C:10]([c:24]3[c:25]([O:34][CH2:35][CH3:36])[cH:26][cH:27][c:28]([S:30](=[O:31])(=[O:32])[CH3:33])[cH:29]3)[N:11]([C:21](=[O:22])[N:50]3[CH2:49][CH2:48][N:47]([CH2:46][CH2:45][CH2:44][S:41]([CH3:40])(=[O:42])=[O:43])[CH2:52][CH2:51]3)[C:12]2([CH3:13])[c:14]2[cH:15][cH:16][c:17]([Cl:20])[cH:18][cH:19]2)[cH:6][cH:7]1. Starting materials: FC1=NC=C2C=CC(N(C2=C1)CC)=O (7-fluoro-1-ethyl-1H-[1,6]naphthyridin-2-one), N1(CCOCC1)C1=CC=C(N)C=C1 (4-(4-morpholinyl)aniline), C(C)(C)[N-]C(C)C.[Li+] (lithium diisopropylamide). The reagents and catalysts are C(C)(=O)O (acetic acid). Run in C1CCOC1 (THF). Run at time 8 hour. The product is C(C)N1C(C=CC2=CN=C(C=C12)NC1=CC=C(C=C1)N1CCOCC1)=O (1-ethyl-7-(4-(morpholin-4-yl)phenylamino)-1H-[1,6]naphthyridin-2-one). Isolated yield 52.0%. RXN SMILES: F[C:2]1[CH:11]=[C:10]2[C:5]([CH:6]=[CH:7][C:8](=[O:14])[N:9]2[CH2:12][CH3:13])=[CH:4][N:3]=1.[N:15]1([C:21]2[CH:27]=[CH:26][C:24]([NH2:25])=[CH:23][CH:22]=2)[CH2:20][CH2:19][O:18][CH2:17][CH2:16]1.C([N-]C(C)C)(C)C.[Li+]>C1COCC1.C(O)(=O)C>[CH2:12]([N:9]1[C:10]2[C:5](=[CH:4][N:3]=[C:2]([NH:25][C:24]3[CH:23]=[CH:22][C:21]([N:15]4[CH2:20][CH2:19][O:18][CH2:17][CH2:16]4)=[CH:27][CH:26]=3)[CH:11]=2)[CH:6]=[CH:7][C:8]1=[O:14])[CH3:13] |f:2.3|. Procedure details: A stirred solution of (XV, where R2 is ethyl) (100 mg, 0.52 mmol), 4-(4-morpholinyl)aniline (0.26 g, 1.1 mmol) in THF (5.0 mL) under nitrogen at -78° C. was treated with a solution (0.8 mL, 1.2 mmol) of lithium diisopropylamide (1.5 M in cyclohexane), then the temperature was allowed to rise slowly to 20° C. overnight. The resulting solution was treated with 3 drops of glacial acetic acid and concentrated to a dark residue that was purified that purified by silica gel chromatography eluting with... Starting materials: CCOC(=O)CC(C)=O, COc1ccc(C(=O)Cl)cc1OC, CCO, C1CCOC1. Product: CCOC(=O)C(C(C)=O)(C(C)=O)C(=O)c1ccc(OC)c(OC)c1. Reaction SMILES: [C:1]([CH2:2][C:3](=[O:4])[CH3:5])(=[O:6])[O:7][CH2:8][CH3:9].[CH3:10][O:11][c:12]1[cH:13][c:14]([C:15](=[O:16])[Cl:17])[cH:18][cH:19][c:20]1[O:21][CH3:22].[CH3:23][CH2:24][OH:25].[O:26]1[CH2:27][CH2:28][CH2:29][CH2:30]1>>[C:1]([C:2]([C:3](=[O:4])[CH3:5])([C:15]([c:14]1[cH:13][c:12]([O:11][CH3:10])[c:20]([O:21][CH3:22])[cH:19][cH:18]1)=[O:16])[C:24]([CH3:23])=[O:25])(=[O:6])[O:7][CH2:8][CH3:9]. Starting materials: ClC1=NC(=CC=C1C#N)C1=C(C=C(C=C1)Cl)Cl (2-chloro-6-(2,4-dichlorophenyl)pyridine-3-carbonitrile), Cl.NC1=NC(=CC=C1C(C(F)(F)F)=O)NC1CNCCC1 (1-[2-Amino-6-(piperidin-3-ylamino)pyridin-3-yl]-2,2,2-trifluoroethanone hydrochloride), C(C)(C)N(C(C)C)CC (N,N-diisopropylethylamine). The solvent is CS(=O)C (DMSO). Reaction conditions: temperature 120 celsius. The product is NC1=C(C=CC(=N1)NC1CN(CCC1)C1=NC(=CC=C1C#N)C1=C(C=C(C=C1)Cl)Cl)C(C(F)(F)F)=O (2-(3-{[6-Amino-5-(trifluoroacetyl)pyridin-2-yl]amino}piperidin-1-yl)-6-(2,4-dichlorophenyl)pyridine-3-carbonitrile). Reaction SMILES: Cl[C:2]1[C:7]([C:8]#[N:9])=[CH:6][CH:5]=[C:4]([C:10]2[CH:15]=[CH:14][C:13]([Cl:16])=[CH:12][C:11]=2[Cl:17])[N:3]=1.Cl.[NH2:19][C:20]1[C:25]([C:26](=[O:31])[C:27]([F:30])([F:29])[F:28])=[CH:24][CH:23]=[C:22]([NH:32][CH:33]2[CH2:38][CH2:37][CH2:36][NH:35][CH2:34]2)[N:21]=1.C(N(CC)C(C)C)(C)C>CS(C)=O>[NH2:19][C:20]1[N:21]=[C:22]([NH:32][CH:33]2[CH2:38][CH2:37][CH2:36][N:35]([C:2]3[C:7]([C:8]#[N:9])=[CH:6][CH:5]=[C:4]([C:10]4[CH:15]=[CH:14][C:13]([Cl:16])=[CH:12][C:11]=4[Cl:17])[N:3]=3)[CH2:34]2)[CH:23]=[CH:24][C:25]=1[C:26](=[O:31])[C:27]([F:30])([F:29])[F:28] |f:1.2|. Procedure: 29.5 mg (0.1 mmol) of 2-chloro-6-(2,4-dichlorophenyl)pyridine-3-carbonitrile, 30 mg (0.1 mmol) of 1-[2-amino-6-(piperidin-3-ylamino)pyridin-3-yl]-2,2,2-trifluoroethanone hydrochloride (Example 13A) and 0.09 ml (0.52 mmol) of N,N-diisopropylethylamine were initially charged in 1 ml of DMSO. The mixture was heated at 120° C. in a microwave for 30 min. The crude product was purified by means of preparative HPLC (method 13). 35 mg (63% of theory) of the product were obtained in solid form. The reactants are C(C)OC(C(C1=CC=C(C=C1)[N+](=O)[O-])(F)F)=O (Difluoro-(4-nitro-phenyl)-acetic acid ethyl ester), C(C)OC(C(C1=CC=C(C=C1)[N+](=O)[O-])(F)F)=O (Difluoro-(4-nitro-phenyl)-acetic acid ethyl ester), C(C)OC(C(C1=CC=C(C=C1)[N+](=O)[O-])(F)F)=O (Difluoro-(4-nitro-phenyl)-acetic acid ethyl ester), crude compound, ClCCl (dichloromethane), FC(C=1C=C(C(=O)Cl)C=CC1)(F)F (3-(trifluoromethyl)benzoyl chloride), CCN(C(C)C)C(C)C (DIEA). The reagents and catalysts are [Pd] (Pd/C). The solvent is CCOC(=O)C (EtOAc), O (Water). Product: C(C)OC(C(C1=CC=C(C=C1)NC(C1=CC(=CC=C1)C(F)(F)F)=O)(F)F)=O (difluoro-[4-(3-trifluoromethyl-benzoylamino)-phenyl]-acetic acid ethyl ester). As a reaction SMILES: [CH2:1]([O:3][C:4](=[O:17])[C:5]([F:16])([F:15])[C:6]1[CH:11]=[CH:10][C:9]([N+:12]([O-])=O)=[CH:8][CH:7]=1)[CH3:2].ClCCl.[F:21][C:22]([F:33])([F:32])[C:23]1[CH:24]=[C:25]([CH:29]=[CH:30][CH:31]=1)[C:26](Cl)=[O:27].CCN(C(C)C)C(C)C>CCOC(C)=O.[Pd].O>[CH2:1]([O:3][C:4](=[O:17])[C:5]([F:16])([F:15])[C:6]1[CH:11]=[CH:10][C:9]([NH:12][C:26](=[O:27])[C:25]2[CH:29]=[CH:30][CH:31]=[C:23]([C:22]([F:21])([F:32])[F:33])[CH:24]=2)=[CH:8][CH:7]=1)[CH3:2]. Reported procedure: Difluoro-(4-nitro-phenyl)-acetic acid ethyl ester (compound 32.1) is reacted according to Sato, K. et. al. Chem. Pharm. Bull. 1999, 47, 1013). Briefly, compound 32.1 and catalytic Pd/C in EtOAc are placed under an atmosphere of hydrogen for 3 hours. The reaction mixture is filtered, concentrated and taken on crude to the next reaction. The crude compound, dichloromethane, 3-(trifluoromethyl)benzoyl chloride and DIEA are stirred at room temperature for 10 minutes. Water is added after which the m... Starting materials: CC(C)(C)OC(=O)NC(C)(C)C(=O)O, CN1CCNCC1[Al+]C1CNCCN1C, [H-], C1CCOC1. Product: CC(C)(C=O)NC(=O)OC(C)(C)C. RXN SMILES: [C:1](=[O:2])([O:3][C:4]([CH3:5])([CH3:6])[CH3:7])[NH:8][C:9]([C:10](=[O:11])[OH:12])([CH3:13])[CH3:14].[CH3:16][N:17]1[CH2:18][CH2:19][NH:20][CH2:21][CH:22]1[Al+:23][CH:24]1[CH2:25][NH:26][CH2:27][CH2:28][N:29]1[CH3:30].[H-:15].[O:31]1[CH2:32][CH2:33][CH2:34][CH2:35]1>>[C:1](=[O:2])([O:3][C:4]([CH3:5])([CH3:6])[CH3:7])[NH:8][C:9]([CH:10]=[O:11])([CH3:13])[CH3:14]. Starting materials: ClC1=CC(=C(N=N1)C(C(=O)OCC)C(=O)OCC)C (diethyl (6-chloro-4-methyl-3-pyridazinyl)malonate), CS(=O)C (dimethyl sulfoxide), [Cl-].[Na+] (sodium chloride). Run in O (water), O (water). Conditions: temperature 137.5 celsius, time 40 minute. Yields the product ClC1=CC(=C(N=N1)CC(=O)OCC)C (ethyl (6-chloro-4-methyl-3-pyridazinyl)acetate). The yield is 67.2%. Reaction SMILES: [Cl:1][C:2]1[N:7]=[N:6][C:5]([CH:8](C(OCC)=O)[C:9]([O:11][CH2:12][CH3:13])=[O:10])=[C:4]([CH3:19])[CH:3]=1.CS(C)=O.[Cl-].[Na+]>O>[Cl:1][C:2]1[N:7]=[N:6][C:5]([CH2:8][C:9]([O:11][CH2:12][CH3:13])=[O:10])=[C:4]([CH3:19])[CH:3]=1 |f:2.3|. Reported procedure: 1.81 g of diethyl (6-chloro-4-methyl-3-pyridazinyl)malonate and 15 ml of dimethyl sulfoxide were mixed. To the mixture was added 0.45 g of sodium chloride and 0.23 g of water. The mixture was stirred for about 40 minutes at an inner temperature of 125 to 150° C. The reaction mixture was allowed to cool to room temperature, then, to the reaction mixture was added water, and extracted with ethyl acetate. The organic layer was washed with saturated brine twice, and dried over anhydrous magnesium su... Reactants: C1=C(C=CC2=CC=CC=C12)C=O (2-naphthaldehyde), N(C1=CC=CC=C1)CCC#N (beta-anilinopropionitrile), CC(C)([O-])C.[K+] (potassium t-butoxide). Solvent: CO (methanol), O (water), CS(=O)C (dimethyl sulfoxide). The product is C1=C(C=CC2=CC=CC=C12)CC(C#N)=CNC1=CC=CC=C1 (2-(2-Naphthylmethyl)-3-anilinoacrylonitrile). Reaction SMILES: [CH:1]1[C:10]2[C:5](=[CH:6][CH:7]=[CH:8][CH:9]=2)[CH:4]=[CH:3][C:2]=1[CH:11]=O.[NH:13]([CH2:20][CH2:21][C:22]#[N:23])[C:14]1[CH:19]=[CH:18][CH:17]=[CH:16][CH:15]=1.CC(C)([O-])C.[K+]>CS(C)=O.CO.O>[CH:1]1[C:10]2[C:5](=[CH:6][CH:7]=[CH:8][CH:9]=2)[CH:4]=[CH:3][C:2]=1[CH2:11][C:21](=[CH:20][NH:13][C:14]1[CH:19]=[CH:18][CH:17]=[CH:16][CH:15]=1)[C:22]#[N:23] |f:2.3|. Procedure: To a mixture of 2-naphthaldehyde (4.69 g, 30 mmol) and beta-anilinopropionitrile (4.82 g, 33 mmol) in dimethyl sulfoxide (35 ml) was added potassium t-butoxide (3.70 g, 33 mmol). The solution immediately turned a dark red. It was heated at 100° for 30 minutes, cooled, and diluted with methanol (15 ml) and water (25 ml). A copious yellow precipitate formed, which was chilled and isolated. The precipitate, 2-(2-naphthylmethyl)-3-anilinoacrylonitrile, was washed with dilute methanol and hexane; yie...